From a dataset of the Open Reaction Database (ORD), a public repository of structured organic reaction records. describe an organic reaction: reactants, conditions, products, and yield The reactants are hydrochloride salt, N (NH3), ON=C(C1=CN=CC=C1)Cl (N-Hydroxynicotinimidoyl chloride), C(#C)C1=C(C=C(C=C1)F)F (1-ethynyl-2,4-difluorobenzene). Yields the product FC1=C(C=CC(=C1)F)C1=CC(=NO1)C=1C=NC=CC1 (5-(2,4-Difluorophenyl)-3-(pyridin-3-yl)isoxazole). RXN SMILES: [OH:1][N:2]=[C:3](Cl)[C:4]1[CH:9]=[CH:8][CH:7]=[N:6][CH:5]=1.[C:11]([C:13]1[CH:18]=[CH:17][C:16]([F:19])=[CH:15][C:14]=1[F:20])#[CH:12].N>>[F:20][C:14]1[CH:15]=[C:16]([F:19])[CH:17]=[CH:18][C:13]=1[C:11]1[O:1][N:2]=[C:3]([C:4]2[CH:5]=[N:6][CH:7]=[CH:8][CH:9]=2)[CH:12]=1. Procedure: The titled compound was prepared as the hydrochloride salt according to Method CB using the product of Example 1A (78 mg, 0.5 mmol) and 1-ethynyl-2,4-difluorobenzene (Aldrich, 69 mg, 0.5 mmol). 1H NMR (300 MHz, DMSO-d6) δ 7.29-7.43 (m, 1H), 7.53-7.65 (m, 2H), 7.69 (dd, J=7.5, 4.7 Hz, 1H), 8.08 (td, J=8.7, 6.3 Hz, 1H), 8.48 (dt, J=7.9, 2.0 Hz, 1H), 8.78 (dd, J=4.9, 1.5 Hz, 1H), 9.23 (d, J=1.7 Hz, 1H) ppm; MS (DCI/NH3) m/z 259 (M+H)+. The reactants are C(C)(C)(C)OC(=O)C=1C(=NSC1C1=CC=CC=C1)C1=CC=C(C=C1)Cl (3-(4-Chloro-phenyl)-5-phenyl-isothiazole-4-carboxylic acid tert-butylester), C(=O)(C(F)(F)F)O (TFA). The solvent is C(Cl)Cl (CH2Cl2). Conditions: time 24 hour. Yields the product ClC1=CC=C(C=C1)C1=NSC(=C1C(=O)O)C1=CC=CC=C1 (3-(4-Chloro-phenyl)-5-phenyl-isothiazole-4-carboxylic acid). The yield is 92.7%. RXN SMILES: C([O:5][C:6]([C:8]1[C:9]([C:19]2[CH:24]=[CH:23][C:22]([Cl:25])=[CH:21][CH:20]=2)=[N:10][S:11][C:12]=1[C:13]1[CH:18]=[CH:17][CH:16]=[CH:15][CH:14]=1)=[O:7])(C)(C)C.C(O)(C(F)(F)F)=O>C(Cl)Cl>[Cl:25][C:22]1[CH:21]=[CH:20][C:19]([C:9]2[C:8]([C:6]([OH:7])=[O:5])=[C:12]([C:13]3[CH:14]=[CH:15][CH:16]=[CH:17][CH:18]=3)[S:11][N:10]=2)=[CH:24][CH:23]=1. Procedure details: To a solution of 11 (2.35 g) in CH2Cl2 (25 ml) is added 25 ml of TFA and the mixture is stirred at room temperature for 24 h. The mixture is then concentrated and the residue is dissolved in ether (250 ml). Water (225 ml) is added followed by 1N NaOH (25 ml). After washing and separation, the basic water layer is extracted once more with ether. The water layer is acidified with conc. HCl and the precipitated product is extracted with ether (2×150 ml). The combined organic layers are washed with ... The reactants are BrCCCCl (1-bromo-3-chloropropane), CN(C=O)C (N,N-dimethylformamide), OC1=CC=C(C(=O)OC)C=C1 (methyl 4-hydroxybenzoate), C([O-])([O-])=O.[K+].[K+] (potassium carbonate). Conditions: time 15 hour. The product is ClCCCOC1=CC=C(C(=O)OC)C=C1 (methyl 4-(3-chloropropoxy)benzoate). Yield: 93.7%. As a reaction SMILES: C(=O)([O-])[O-].[K+].[K+].Br[CH2:8][CH2:9][CH2:10][Cl:11].CN(C)C=O.[OH:17][C:18]1[CH:27]=[CH:26][C:21]([C:22]([O:24][CH3:25])=[O:23])=[CH:20][CH:19]=1>>[Cl:11][CH2:10][CH2:9][CH2:8][O:17][C:18]1[CH:19]=[CH:20][C:21]([C:22]([O:24][CH3:25])=[O:23])=[CH:26][CH:27]=1 |f:0.1.2|. Reported procedure: A suspension of potassium carbonate (48.4 g) in a mixture of methyl 4-hydroxybenzoate (10.65 g), 1-bromo-3-chloropropane (55.1 g) and N,N-dimethylformamide (100 mL) is stirred at room temperature for 15 h. Solids are separated by filtration and washed three times with ethanol (30 mL). The combined filtrates are concentrated under reduced pressure, and then dissolved in ethyl acetate (200 mL). The organic layer is washed twice with water (50 mL), dried over magnesium sulphate and concentrated und... The reactants are C(C)[SiH](CC)CC (triethylsilane), C(C1=CC=CC=C1)OC1=C(C=CC=C1)C(O)C1=CC=C(C=C1)C1CC1 ((2-benzyloxyphenyl)-(4-cyclopropylphenyl)methanol), O (Water). Run in C(C)#N (acetonitrile). Reaction conditions: temperature 0 celsius, time 30 minute. Product: C(C1=CC=CC=C1)OC1(CC=CC=C1)C1=C(C=CC=C1)CC1=CC=C(C=C1)C1CC1 (1-Benzyloxyphenyl-2-(4-cyclopropyl-benzyl)benzene). The yield is 95.0%. RXN SMILES: C([SiH]([CH2:6][CH3:7])CC)C.C(O[C:16]1[CH:21]=[CH:20][CH:19]=[CH:18][C:17]=1[CH:22]([C:24]1[CH:29]=[CH:28][C:27]([CH:30]2[CH2:32][CH2:31]2)=[CH:26][CH:25]=1)O)C1C=CC=CC=1.[OH2:33]>C(#N)C>[CH2:22]([O:33][C:7]1([C:16]2[CH:21]=[CH:20][CH:19]=[CH:18][C:17]=2[CH2:22][C:24]2[CH:25]=[CH:26][C:27]([CH:30]3[CH2:31][CH2:32]3)=[CH:28][CH:29]=2)[CH:6]=[CH:29][CH:24]=[CH:25][CH2:26]1)[C:17]1[CH:16]=[CH:21][CH:20]=[CH:19][CH:18]=1. Procedure: In a nitrogen stream, triethylsilane (0.73 mL, 4.6 mmol) and a boron trifluoride-diethyl ether complex (0.5 mL, 4.0 mmol) were added to a solution of (2-benzyloxyphenyl)-(4-cyclopropylphenyl)methanol (1.3 g, 4.0 mmol) in acetonitrile (7 mL) at −40° C. and the mixture solution was stirred at the same temperature for 1.5 hours and furthermore at 0° C. for 30 minutes. Water was added thereto and the mixture was extracted with methylene chloride. The organic layer was washed with a saturated sodium ...